This data is from the Open Reaction Database (ORD), a public repository of structured organic reaction records. The task is: describe an organic reaction: reactants, conditions, products, and yield Reactants: C1CCOC1, CO, COC(=O)c1ccc(Cn2nc(-c3cc(Cl)cc(Cl)c3)cc2-c2ccc(OC)cc2)cc1, [Na+], [OH-]. Product: COc1ccc(-c2cc(-c3cc(Cl)cc(Cl)c3)nn2Cc2ccc(C(=O)O)cc2)cc1. Reaction SMILES: [CH2:37]1[O:38][CH2:39][CH2:40][CH2:41]1.[CH3:33][OH:34].[Cl:1][c:2]1[cH:3][c:4](-[c:9]2[n:10][n:11]([CH2:22][c:23]3[cH:24][cH:25][c:26]([C:27](=[O:28])[O:29][CH3:30])[cH:31][cH:32]3)[c:12](-[c:14]3[cH:15][cH:16][c:17]([O:20][CH3:21])[cH:18][cH:19]3)[cH:13]2)[cH:5][c:6]([Cl:8])[cH:7]1.[Na+:36].[OH-:35]>>[Cl:1][c:2]1[cH:3][c:4](-[c:9]2[n:10][n:11]([CH2:22][c:23]3[cH:24][cH:25][c:26]([C:27](=[O:28])[OH:29])[cH:31][cH:32]3)[c:12](-[c:14]3[cH:15][cH:16][c:17]([O:20][CH3:21])[cH:18][cH:19]3)[cH:13]2)[cH:5][c:6]([Cl:8])[cH:7]1.